This data is from the Open Reaction Database (ORD), a public repository of structured organic reaction records. The task is: describe an organic reaction: reactants, conditions, products, and yield Reaction SMILES: [CH2:1]([N:11]1[C:15]([Cl:16])=[C:14]([CH3:17])[N:13]=[CH:12]1)[CH2:2][CH2:3][CH2:4][CH2:5][CH2:6][CH2:7][CH2:8][CH2:9][CH3:10].[CH3:18][C:19]1[CH:26]=[C:25]([Cl:27])[CH:24]=[CH:23][C:20]=1[CH2:21]Cl>>[Cl-:16].[CH2:1]([N+:11]1[C:15]([Cl:16])=[C:14]([CH3:17])[N:13]([CH2:21][C:20]2[CH:23]=[CH:24][C:25]([Cl:27])=[CH:26][C:19]=2[CH3:18])[CH:12]=1)[CH2:2][CH2:3][CH2:4][CH2:5][CH2:6][CH2:7][CH2:8][CH2:9][CH3:10] |f:2.3|. Yields the product [Cl-].C(CCCCCCCCC)[N+]1=CN(C(=C1Cl)C)CC1=C(C=C(C=C1)Cl)C (1-decyl-3-[2-methyl-4-chlorobenzyl]-4-methyl-5-chloroimidazolium chloride). Starting materials: C(CCCCCCCCC)N1C=NC(=C1Cl)C (1-decyl-4-methyl-5-chloroimidazole), CC1=C(CCl)C=CC(=C1)Cl (2-methyl-4-chlorobenzyl chloride). Run at temperature 125 celsius, time 30 minute. Reported procedure: 25.6 g (0.1 mole) of 1-decyl-4-methyl-5-chloroimidazole were heated to 100° C., 17.7 g (0.1 mole ) of 4-chloro-o-xylyl chloride were added dropwise, and the mixture was stirred for a further 30 minutes at 125° C. Starting materials: C=CCN1CCCc2ccc(O)cc2C1=O, CN(C)C=O, [K+], [K+], Cc1ccccc1S(=O)(=O)OCCCCCCCCN=[N+]=[N-], O=C([O-])[O-]. Product: C=CCN1CCCc2ccc(OCCCCCCCCN=[N+]=[N-])cc2C1=O. RXN SMILES: [CH2:1]([CH:2]=[CH2:3])[N:4]1[C:5](=[O:16])[c:6]2[c:7]([cH:11][cH:12][c:13]([OH:15])[cH:14]2)[CH2:8][CH2:9][CH2:10]1.[CH3:45][N:46]([CH3:47])[CH:48]=[O:49].[K+:39].[K+:40].[N:17](=[N+:18]=[N-:19])[CH2:20][CH2:21][CH2:22][CH2:23][CH2:24][CH2:25][CH2:26][CH2:27][O:28][S:29]([c:30]1[c:31]([CH3:32])[cH:33][cH:34][cH:35][cH:36]1)(=[O:37])=[O:38].[O-:41][C:42]([O-:43])=[O:44]>>[CH2:1]([CH:2]=[CH2:3])[N:4]1[C:5](=[O:16])[c:6]2[c:7]([cH:11][cH:12][c:13]([O:15][CH2:27][CH2:26][CH2:25][CH2:24][CH2:23][CH2:22][CH2:21][CH2:20][N:17]=[N+:18]=[N-:19])[cH:14]2)[CH2:8][CH2:9][CH2:10]1. The reactants are NC1=C(C=NN1C1=CC=CC=C1)C(=O)N (5-amino-1-phenyl-4-pyrazolecarboxamide), N(=O)[O-].[Na+] (sodium nitrite). Solvent: C(C)(=O)O (acetic acid), Cl (hydrochloric acid), O (water). Conditions: time 20 minute. The product is C1(=CC=CC=C1)N1N=CC2=C1N=NNC2=O (7-phenyl-7H-pyrazolo[3,4-d]-1,2,3-triazin-4(3H)-one). Yield: 55.0%. As a reaction SMILES: [NH2:1][C:2]1[N:6]([C:7]2[CH:12]=[CH:11][CH:10]=[CH:9][CH:8]=2)[N:5]=[CH:4][C:3]=1[C:13]([NH2:15])=[O:14].[N:16]([O-])=O.[Na+]>C(O)(=O)C.Cl.O>[C:7]1([N:6]2[C:2]3[N:1]=[N:16][NH:15][C:13](=[O:14])[C:3]=3[CH:4]=[N:5]2)[CH:12]=[CH:11][CH:10]=[CH:9][CH:8]=1 |f:1.2|. Procedure details: 1 g of 5-amino-1-phenyl-4-pyrazolecarboxamide in 18 ml of glacial acetic acid and 10 ml of concentrated hydrochloric acid was stirred at 0° C. during the addition of a solution of 0.4 g of sodium nitrite in 6 ml of water. The mixture was held at 0° C. for 20 minutes, then allowed to warm to room temperature and stirred for a further 2 hours. The precipitated product was filtered off and recrystallized from ethanol to yield 580 mg of 7-phenyl-7H-pyrazolo[3,4-d]-1,2,3-triazin-4(3H)-one of melting ... Reactants: C(C)O.Cl (hydrogen chloride ethanol), C(C)O (ethanol), CN1C(C=CC2=CC(=CC=C12)OCCN(CC=1C=NC=CC1)CCC=1C=NC=CC1)=O (1-Methyl-6-{2-[(2-pyridin-3-ylethyl)pyridin-3-ylmethylamino]ethoxy}-1H-quinolin-2-one). Run in C(C)(=O)OCC (ethyl acetate). The product is Cl.Cl.Cl.CN1C(C=CC2=CC(=CC=C12)OCCN(CC=1C=NC=CC1)CCC=1C=NC=CC1)=O (1-methyl-6-{2-[(2-pyridin-3-ylethyl)pyridin-3-ylmethylamino]ethoxy}-1H-quinolin-2-one trihydrochloride). As a reaction SMILES: C(O)C.[ClH:4].C(O)C.[CH3:8][N:9]1[C:18]2[C:13](=[CH:14][C:15]([O:19][CH2:20][CH2:21][N:22]([CH2:30][CH2:31][C:32]3[CH:33]=[N:34][CH:35]=[CH:36][CH:37]=3)[CH2:23][C:24]3[CH:25]=[N:26][CH:27]=[CH:28][CH:29]=3)=[CH:16][CH:17]=2)[CH:12]=[CH:11][C:10]1=[O:38]>C(OCC)(=O)C>[ClH:4].[ClH:4].[ClH:4].[CH3:8][N:9]1[C:18]2[C:13](=[CH:14][C:15]([O:19][CH2:20][CH2:21][N:22]([CH2:30][CH2:31][C:32]3[CH:33]=[N:34][CH:35]=[CH:36][CH:37]=3)[CH2:23][C:24]3[CH:25]=[N:26][CH:27]=[CH:28][CH:29]=3)=[CH:16][CH:17]=2)[CH:12]=[CH:11][C:10]1=[O:38] |f:0.1,5.6.7.8|. Procedure: A 1N-hydrogen chloride ethanol solution(1.7 ml) was added to an ethanol solution (10 ml) of 1-Methyl-6-{2-[(2-pyridin-3-ylethyl)pyridin-3-ylmethylamino]ethoxy}-1H-quinolin-2-one(195 mg), which was stirred at room temperature. The reaction mixture was condensed under reduced pressure and ethyl acetate was added to the residue. The precipitated insoluble matter was separated, washed with ethyl acetate, and dried to give the title compound(199 mg) as a pale yellow powder. Starting materials: N1=C(C=CC=C1)N1C(SCCC1=O)=S (3-(pyrid-2-yl)-2-thioxo-perhydro-1,3-thiazin-4-one), [BH4-].[K+] (potassium borohydride). Run in CO (methanol), O (water). Reaction conditions: time 1 hour. Product: N1=C(C=CC=C1)NC(SCCCO)=S (3-Hydroxypropyl pyrid-2-yldithiocarbamate). Isolated yield 53.5%. Reaction SMILES: [N:1]1[CH:6]=[CH:5][CH:4]=[CH:3][C:2]=1[N:7]1[C:12](=[O:13])[CH2:11][CH2:10][S:9][C:8]1=[S:14].[BH4-].[K+]>CO.O>[N:1]1[CH:6]=[CH:5][CH:4]=[CH:3][C:2]=1[NH:7][C:8](=[S:14])[S:9][CH2:10][CH2:11][CH2:12][OH:13] |f:1.2|. Procedure: The procedure of Example 24 is followed, but a suspension of 3-(pyrid-2-yl)-2-thioxo-perhydro-1,3-thiazin-4-one (22.4 g) in methanol (300 cc) and a solution of potassium borohydride (10.8 g) in distilled water (75 cc) are used as the starting materials at a maximum of 40° C. The reaction is allowed to proceed for 1 hour at between 25° and 40° C. The reaction mixture is evaporated to dryness and the residue (21.5 g) is dissolved in a mixture of ethyl acetate (70 cc) and cyclohexane (30 cc). The s...